Dataset: the Open Reaction Database (ORD), a public repository of structured organic reaction records. Task: describe an organic reaction: reactants, conditions, products, and yield The product is CN1N=C(C2=CC(=CC=C12)[N+](=O)[O-])C (1,3-Dimethyl-5-nitro-1H-indazole). Starting materials: ClC1=C(C=C(C=C1)[N+](=O)[O-])C(C)=O (1-(2-chloro-5-nitrophenyl)ethanone), Cl.CN(N)C (1,1-dimethylhydrazine hydrochloride). Reported procedure: To a solution of 1-(2-chloro-5-nitrophenyl)ethanone (500 mg, 2.5 mmol) in anhydrous ethanol (15 mL) was added 1,1-dimethylhydrazine hydrochloride (3.38 g, 35.0 mmol) under nitrogen protection. The mixture was heated at reflux for 10 h and evaporated under reduced pressure to afford crude 307a (3.0 g), which was used in the next step without further purification. MS-ESI: [M+H]+ 192.2 Yield: 627.7%. Solvent: C(C)O (ethanol). Reaction SMILES: Cl[C:2]1[CH:7]=[CH:6][C:5]([N+:8]([O-:10])=[O:9])=[CH:4][C:3]=1[C:11](=O)[CH3:12].Cl.[CH3:15][N:16](C)[NH2:17]>C(O)C>[CH3:15][N:16]1[C:2]2[C:3](=[CH:4][C:5]([N+:8]([O-:10])=[O:9])=[CH:6][CH:7]=2)[C:11]([CH3:12])=[N:17]1 |f:1.2|. Starting materials: C(C)(=O)OCC (ethyl acetate), COC=1C=C(C=CC1)CCCCC1=C(OCC2CN(CCC2)C)C=CC=C1 (3-{2-[4-(3-methoxyphenyl)butyl]phenoxymethyl}-1-methylpiperidine), solution, Cl (hydrogen chloride). The solvent is CO (methanol), O1CCOCC1 (dioxane), O1CCOCC1 (dioxane). Product: Cl.COC=1C=C(C=CC1)CCCCC1=C(OCC2CN(CCC2)C)C=CC=C1 (3-{2-[4-(3-Methoxyphenyl)butyl]phenoxymethyl}-1-methylpiperidine hydrochloride). The yield is 83.0%. Reaction SMILES: [CH3:1][O:2][C:3]1[CH:4]=[C:5]([CH2:9][CH2:10][CH2:11][CH2:12][C:13]2[CH:27]=[CH:26][CH:25]=[CH:24][C:14]=2[O:15][CH2:16][CH:17]2[CH2:22][CH2:21][CH2:20][N:19]([CH3:23])[CH2:18]2)[CH:6]=[CH:7][CH:8]=1.[ClH:28].C(OCC)(=O)C>O1CCOCC1.CO>[ClH:28].[CH3:1][O:2][C:3]1[CH:4]=[C:5]([CH2:9][CH2:10][CH2:11][CH2:12][C:13]2[CH:27]=[CH:26][CH:25]=[CH:24][C:14]=2[O:15][CH2:16][CH:17]2[CH2:22][CH2:21][CH2:20][N:19]([CH3:23])[CH2:18]2)[CH:6]=[CH:7][CH:8]=1 |f:5.6|. Reported procedure: 2.10 g of 3-{2-[4-(3-methoxyphenyl)butyl]phenoxymethyl}-1-methylpiperidine [prepared as described in step (a) above] were dissolved in 10 ml of dioxane, and 1.7 ml of a 4N solution of hydrogen chloride in dioxane was added to the solution, which was shaken and then concentrated by distillation under reduced pressure to give a solid. The solid was dissolved in a small amount of methanol, and then 50 ml of ethyl acetate were added to the solution. The resulting mixture was then allowed to stand at... Procedure: To a solution of 1-acetyl-5-(2-bromopropionyl)indoline (210 g) in trifluoroacetic acid (700 ml) was added triethylsilane (190 g) over a period of 30 minutes with stirring under ice cooling, the mixture was stirred for 30 minutes under ice cooling, and then for 1 hour at room temperature. After the reaction mixture was concentrated under reduced pressure, the residue was poured into water (2 l), and to the mixture was added hexane (500 ml) and stirred. The precipitates were collected by filtratio... Isolated yield 76.5%. RXN SMILES: [C:1]([N:4]1[C:12]2[C:7](=[CH:8][C:9]([C:13](=O)[CH:14]([Br:16])[CH3:15])=[CH:10][CH:11]=2)[CH2:6][CH2:5]1)(=[O:3])[CH3:2].C([SiH](CC)CC)C>FC(F)(F)C(O)=O>[C:1]([N:4]1[C:12]2[C:7](=[CH:8][C:9]([CH2:13][CH:14]([Br:16])[CH3:15])=[CH:10][CH:11]=2)[CH2:6][CH2:5]1)(=[O:3])[CH3:2]. The solvent is FC(C(=O)O)(F)F (trifluoroacetic acid). Reaction conditions: time 1 hour. The product is C(C)(=O)N1CCC2=CC(=CC=C12)CC(C)Br (1-acetyl-5-(2-bromopropyl)indoline). The reactants are C(C)(=O)N1CCC2=CC(=CC=C12)C(C(C)Br)=O (1-acetyl-5-(2-bromopropionyl)indoline), C(C)[SiH](CC)CC (triethylsilane).